This data is from the Open Reaction Database (ORD), a public repository of structured organic reaction records. The task is: describe an organic reaction: reactants, conditions, products, and yield Starting materials: C(C)[SiH](CC)CC (Triethylsilane), COC([C@H]([C@H](O)C1=C(C=C(C=C1)OCC1=CC=CC=C1)C)OCC)=O ((2S,3R)-3-(4-benzyloxy-2-methyl-phenyl)-2-ethoxy-3-hydroxy-propionic acid methyl ester). Solvent: FC(C(=O)O)(F)F (trifluoroacetic acid). The product is COC([C@H](CC1=C(C=C(C=C1)OCC1=CC=CC=C1)C)OCC)=O ((2S)-3-(4-Benzyloxy-2-methyl-phenyl)-2-ethoxy-propionic acid methyl ester). The yield is 44.8%. Reaction SMILES: C([SiH](CC)CC)C.[CH3:8][O:9][C:10](=[O:32])[C@@H:11]([O:29][CH2:30][CH3:31])[C@@H:12]([C:14]1[CH:19]=[CH:18][C:17]([O:20][CH2:21][C:22]2[CH:27]=[CH:26][CH:25]=[CH:24][CH:23]=2)=[CH:16][C:15]=1[CH3:28])O>FC(F)(F)C(O)=O>[CH3:8][O:9][C:10](=[O:32])[C@@H:11]([O:29][CH2:30][CH3:31])[CH2:12][C:14]1[CH:19]=[CH:18][C:17]([O:20][CH2:21][C:22]2[CH:27]=[CH:26][CH:25]=[CH:24][CH:23]=2)=[CH:16][C:15]=1[CH3:28]. Procedure: Triethylsilane (23 ml, 145 mmol) was added to a vigorously stirred, ice-cooled solution of (2S,3R)-3-(4-benzyloxy-2-methyl-phenyl)-2-ethoxy-3-hydroxy-propionic acid methyl ester (5 g, 14.5 mmol) in trifluoroacetic acid (84 ml) under an argon atmosphere. The mixture was stirred at 0° C. for 30 min and for additional 2 h at ambient temperature. The solution was poured onto crashed ice and extracted with ethyl acetate. The organic layer was washed two times with water and neutralized with saturated... Reactants: ClC1=NC=C(C(=C1)I)Cl (2,5-dichloro-4-iodopyridine), NC1=C(C(=O)NC)C=C(C=C1)N1CCN(CC1)C (2-amino-N-methyl-5-(4-methylpiperazin-1-yl)benzamide), 9,9-dimethyl-4,5-s bis(diphenylphosphino)xanthene, C([O-])([O-])=O.[Cs+].[Cs+] (cesium carbonate). Reagents/catalysts: C(C)(=O)[O-].[Pd+2].C(C)(=O)[O-] (palladium(II) acetate). Run in CC(=O)N(C)C (DMA). Reaction conditions: temperature 100 celsius. Product: ClC1=NC=C(C(=C1)NC1=C(C(=O)NC)C=C(C=C1)N1CCN(CC1)C)Cl (2-[(2,5-dichloropyridin-4-yl)amino]-N-methyl-5-(4-methylpiperazin-1-yl)benzamide). Reaction SMILES: [Cl:1][C:2]1[CH:7]=[C:6](I)[C:5]([Cl:9])=[CH:4][N:3]=1.[NH2:10][C:11]1[CH:20]=[CH:19][C:18]([N:21]2[CH2:26][CH2:25][N:24]([CH3:27])[CH2:23][CH2:22]2)=[CH:17][C:12]=1[C:13]([NH:15][CH3:16])=[O:14].C(=O)([O-])[O-].[Cs+].[Cs+]>CC(N(C)C)=O.C([O-])(=O)C.[Pd+2].C([O-])(=O)C>[Cl:1][C:2]1[CH:7]=[C:6]([NH:10][C:11]2[CH:20]=[CH:19][C:18]([N:21]3[CH2:26][CH2:25][N:24]([CH3:27])[CH2:23][CH2:22]3)=[CH:17][C:12]=2[C:13]([NH:15][CH3:16])=[O:14])[C:5]([Cl:9])=[CH:4][N:3]=1 |f:2.3.4,6.7.8|. Reported procedure: A mixture of 2,5-dichloro-4-iodopyridine (0.56 g, 2.04 mmol), 2-amino-N-methyl-5-(4-methylpiperazin-1-yl)benzamide (0.508 g, 2.04 mmol), 9,9-dimethyl-4,5-s bis(diphenylphosphino)xanthene (0.071 g, 0.12 mmol), cesium carbonate (1.332 g, 4.09 mmol) and palladium(II) acetate (0.018 g, 0.08 mmol) was suspended in DMA (15 mL). The mixture was heated at 100° C. for 1 hour in a microwave reactor and then allowed to cool to room temperature. The mixture was loaded onto an SCX column and the product elut...